From a dataset of the Open Reaction Database (ORD), a public repository of structured organic reaction records. describe an organic reaction: reactants, conditions, products, and yield Reactants: OC(CCCCCCCCCN1C(=O)N(C=2N=CN(C2C1=O)C)C)CO (1-(10,11-dihydroxyundecanyl)-3,7-dimethylxanthine), C([O-])(O)=O.[Na+] (sodium bicarbonate), ClCCl (dichloromethane), Br (hydrogen bromide), solution. Solvent: C(C)(=O)O (acetic acid). Reaction conditions: time 10 minute. Yields the product C(C)(=O)OC(CCCCCCCCCN1C(=O)N(C=2N=CN(C2C1=O)C)C)CBr (1-(10-acetoxy-11-bromoundecanyl)-3,7-dimethylxanthine). RXN SMILES: [OH:1][CH:2]([CH2:25]O)[CH2:3][CH2:4][CH2:5][CH2:6][CH2:7][CH2:8][CH2:9][CH2:10][CH2:11][N:12]1[C:21](=[O:22])[C:20]2[N:19]([CH3:23])[CH:18]=[N:17][C:16]=2[N:15]([CH3:24])[C:13]1=[O:14].[BrH:27].[C:28](=[O:31])(O)[O-].[Na+].Cl[CH2:34]Cl>C(O)(=O)C>[C:28]([O:1][CH:2]([CH2:25][Br:27])[CH2:3][CH2:4][CH2:5][CH2:6][CH2:7][CH2:8][CH2:9][CH2:10][CH2:11][N:12]1[C:21](=[O:22])[C:20]2[N:19]([CH3:23])[CH:18]=[N:17][C:16]=2[N:15]([CH3:24])[C:13]1=[O:14])(=[O:31])[CH3:34] |f:2.3|. Procedure: 1-(10,11-dihydroxyundecanyl)-3,7-dimethylxanthine, prepared above (3.6 g, 10 mmol), was stirred with hydrogen bromide (6.2 mL, 8.4 g of a 30% solution in acetic acid, 31.1 mmol) for 90 minutes. The mixture was then added to a flask containing 100 mL aqueous sodium bicarbonate solution and 75 mL dichloromethane. After 10 minutes of vigorous stirring, the layers were separated and an aqueous portion washed with dichloromethane (3×75 mL). The organic portions were combined, dried over magnesium sul... Reactants: FC1=CC=C(C=C1)C1=NN(C2=CC=C(C=C12)C(CC1=CC=CC=C1)O)C1OCCCC1 (1-[3-(4-fluorophenyl)-1-(tetrahydropyran-2-yl)-1H-indazol-5-yl]-2-phenylethan-1-ol), [Cr](=O)(=O)([O-])Cl.[NH+]1=CC=CC=C1 (pyridinium chlorochromate). The solvent is ClCCl (dichloromethane), ClCCl (dichloromethane). Conditions: time 6 hour. The product is FC1=CC=C(C=C1)C1=NN(C2=CC=C(C=C12)C(CC1=CC=CC=C1)=O)C1OCCCC1 (1-[3-(4-Fluorophenyl)-1-(tetrahydropyran-2-yl)-1H-indazol-5-yl]-2-phenylethan-1-one). Isolated yield 50.0%. Reaction SMILES: [F:1][C:2]1[CH:7]=[CH:6][C:5]([C:8]2[C:16]3[C:11](=[CH:12][CH:13]=[C:14]([CH:17]([OH:25])[CH2:18][C:19]4[CH:24]=[CH:23][CH:22]=[CH:21][CH:20]=4)[CH:15]=3)[N:10]([CH:26]3[CH2:31][CH2:30][CH2:29][CH2:28][O:27]3)[N:9]=2)=[CH:4][CH:3]=1.[Cr](Cl)([O-])(=O)=O.[NH+]1C=CC=CC=1>ClCCl>[F:1][C:2]1[CH:7]=[CH:6][C:5]([C:8]2[C:16]3[C:11](=[CH:12][CH:13]=[C:14]([C:17](=[O:25])[CH2:18][C:19]4[CH:24]=[CH:23][CH:22]=[CH:21][CH:20]=4)[CH:15]=3)[N:10]([CH:26]3[CH2:31][CH2:30][CH2:29][CH2:28][O:27]3)[N:9]=2)=[CH:4][CH:3]=1 |f:1.2|. Procedure: A suspension of 1-[3-(4-fluorophenyl)-1-(tetrahydropyran-2-yl)-1H-indazol-5-yl]-2-phenylethan-1-ol (0.223 g, 0.54 mmol) and pyridinium chlorochromate (1.0 g, 4.6 mmol) in dried dichloromethane (10 mL) under nitrogen was stirred at ambient temperature for 6 hours. It was diluted with dichloromethane and washed with saturated sodium bicarbonate and brine. The organic layer was dried over magnesium sulfate, filtered, and concentrated. The residue was then purified by chromatography (SiO2, 15–30% et... Starting materials: NC=1C(=NC(=C(C1)C1=CC=CC=C1)C1=CC=C(C=C1)C1(CCC1)NC(=O)OC(C)(C)C)NCCC(=O)O (3-((3-amino-6-(4-(1-((tert-butoxycarbonyl)amino)cyclobutyl)phenyl)-5-phenylpyridin-2-yl)amino)propanoic acid), C(CCl)Cl (EDC), C=1C=CC2=C(C1)N=NN2O (HOBT), O (Water). The solvent is CN(C)C=O (DMF). Reaction conditions: time 8 hour. Yields the product C(C)(C)(C)OC(NC1(CCC1)C1=CC=C(C=C1)C=1C(=CC2=C(NCCC(N2)=O)N1)C1=CC=CC=C1)=O (tert-butyl(1-(4-(2-oxo-8-phenyl-2,3,4,5-tetrahydro-1H-pyrido[2,3-b][1,4]diazepin-7-yl)phenyl)cyclobutyl)carbamate). Isolated yield 70.2%. RXN SMILES: [NH2:1][C:2]1[C:3]([NH:32][CH2:33][CH2:34][C:35]([OH:37])=O)=[N:4][C:5]([C:14]2[CH:19]=[CH:18][C:17]([C:20]3([NH:24][C:25]([O:27][C:28]([CH3:31])([CH3:30])[CH3:29])=[O:26])[CH2:23][CH2:22][CH2:21]3)=[CH:16][CH:15]=2)=[C:6]([C:8]2[CH:13]=[CH:12][CH:11]=[CH:10][CH:9]=2)[CH:7]=1.C(Cl)CCl.C1C=CC2N(O)N=NC=2C=1.O>CN(C=O)C>[C:28]([O:27][C:25](=[O:26])[NH:24][C:20]1([C:17]2[CH:18]=[CH:19][C:14]([C:5]3[C:6]([C:8]4[CH:9]=[CH:10][CH:11]=[CH:12][CH:13]=4)=[CH:7][C:2]4[NH:1][C:35](=[O:37])[CH2:34][CH2:33][NH:32][C:3]=4[N:4]=3)=[CH:15][CH:16]=2)[CH2:21][CH2:22][CH2:23]1)([CH3:30])([CH3:31])[CH3:29]. Procedure: To a solution of 3-((3-amino-6-(4-(1-((tert-butoxycarbonyl)amino)cyclobutyl)phenyl)-5-phenylpyridin-2-yl)amino)propanoic acid (100 mg, 0.20 mmol) in dry DMF (1 ml) was added EDC (153 mg, 0.80 mmol) and HOBT (122 mg, 0.796 mmol) under nitrogen. The resulting mixture was stirred overnight at room temperature. Water was added and the mixture was extracted with EtOAc (3×10 ml). The combined organic phases were dried over Na2SO4 and concentrated to dryness under reduced pressure. The resulting residu... Reported procedure: The compound was synthesized as in Example 3.1 using 5-bromothiophene-2-carbaldehyde (250 mg, 1.31 mmol) in place of 5-bromo-2-formylfuran and 3,3,3-trifluoropropyltrifluoroborate (440 mg, 2.16 mmol) in place of hexylboronic acid to give 5-(3,3,3-trifluoropropyl)thiophene-2-carbaldehyde (244 mg, 90%). Used without further characterization. The yield is 89.5%. The reactants are BrC1=CC=C(S1)C=O (5-bromothiophene-2-carbaldehyde), FC(CC[B-](F)(F)F)(F)F (3,3,3-trifluoropropyltrifluoroborate). Yields the product FC(CCC1=CC=C(S1)C=O)(F)F (5-(3,3,3-trifluoropropyl)thiophene-2-carbaldehyde). As a reaction SMILES: Br[C:2]1[S:6][C:5]([CH:7]=[O:8])=[CH:4][CH:3]=1.[F:9][C:10]([F:18])([F:17])[CH2:11][CH2:12][B-](F)(F)F>>[F:9][C:10]([F:18])([F:17])[CH2:11][CH2:12][C:2]1[S:6][C:5]([CH:7]=[O:8])=[CH:4][CH:3]=1. The solvent is CN(C=O)C (dimethylformamide). Isolated yield 20.5%. Procedure: A stirred mixture of 4-hydroxy-alpha-oxobenzeneacetic acid methyl ester (1.01 g) in dimethylformamide (10 mL) under argon was treated with 55% sodium hydride (0.262 g), stirred for 15 minutes and treated with 2-(3-bromopropyl)naphthalene (1.7 g). The mixture was heated at 60° C. overnight and worked up as in Example 20. The material from dichloromethane extraction was purified by HPLC (dichloromethane-hexane; 4:1) and crystallized from diethyl ether-hexane to provide 0.4 g of 4-[[3-(2-naphthalen... Run at temperature 60 celsius, time 15 minute. The product is COC(C(C1=CC=C(C=C1)OCCCC1=CC2=CC=CC=C2C=C1)=O)=O (4-[[3-(2-naphthalenyl) propyl]oxy]-alpha-oxobenzeneacetic acid methyl ester). The reactants are [H-].[Na+] (sodium hydride), COC(C(C1=CC=C(C=C1)O)=O)=O (4-hydroxy-alpha-oxobenzeneacetic acid methyl ester), BrCCCC1=CC2=CC=CC=C2C=C1 (2-(3-bromopropyl)naphthalene). RXN SMILES: [CH3:1][O:2][C:3](=[O:13])[C:4](=[O:12])[C:5]1[CH:10]=[CH:9][C:8]([OH:11])=[CH:7][CH:6]=1.[H-].[Na+].Br[CH2:17][CH2:18][CH2:19][C:20]1[CH:29]=[CH:28][C:27]2[C:22](=[CH:23][CH:24]=[CH:25][CH:26]=2)[CH:21]=1>CN(C)C=O>[CH3:1][O:2][C:3](=[O:13])[C:4](=[O:12])[C:5]1[CH:10]=[CH:9][C:8]([O:11][CH2:17][CH2:18][CH2:19][C:20]2[CH:29]=[CH:28][C:27]3[C:22](=[CH:23][CH:24]=[CH:25][CH:26]=3)[CH:21]=2)=[CH:7][CH:6]=1 |f:1.2|. The reactants are C1(CCC2=CC=CC=C12)=O (1-Indanone), C1(=CC=CC=C1)[Mg]Br (PhMgBr), C1(=CC=CC=C1)C1(CCC2=CC=CC=C12)O (1-phenyl-1-indanol). Solvent: C(C)OCC (diethylether). Run at time 16 hour. Yields the product C1(=CC=CC=C1)C1C=CC2=CC=CC=C12 (1-Phenylindene). Yield: 95.9%. As a reaction SMILES: C1(=O)C2C(=CC=CC=2)CC1.C1([Mg]Br)C=CC=CC=1.[C:19]1([C:25]2(O)[C:33]3[C:28](=[CH:29][CH:30]=[CH:31][CH:32]=3)[CH2:27][CH2:26]2)[CH:24]=[CH:23][CH:22]=[CH:21][CH:20]=1>C(OCC)C>[C:19]1([CH:25]2[C:33]3[C:28](=[CH:29][CH:30]=[CH:31][CH:32]=3)[CH:27]=[CH:26]2)[CH:20]=[CH:21][CH:22]=[CH:23][CH:24]=1. Procedure: 1-Indanone (13.30 g, 0.1006 moles) was stirred in diethylether (300 mL) at -78° C. as PhMgBr (0.150 moles, 50.00 mL of 3.0M solution in diethylether) was added. The mixture was then allowed to slowly warm to 20°-25° C. and then stirred 16 hours. After the reaction period the mixture was poured on ice and then extracted with aqueous solutions of 1M HCI (1×100 mL), 1M NaHCO3 (1×100 mL), andthen H2O (1×100 mL). The organic layer was then dried over MgSO4. Filtration followed by removal of the volat... The reactants are ClC=1C2=C(N=C(N1)C)OC(=C2)C (4-Chloro-2,6-dimethylfuro[2,3-d]pyrimidine), CNC1=CC=CC=C1 (N-methyl aniline), C(CCC)O (BuOH), ClC=1C2=C(N=C(N1)C)OC(=C2)C (4-Chloro-2,6-dimethylfuro[2,3-d]pyrimidine), CO (MeOH). Reagents/catalysts: Cl (HCl). Solvent: CCCCCC (Hexane). Yields the product COC1=CC=C(C=C1)N(C=1C2=C(N=C(N1)C)OC(=C2)C)C (N-(4-methoxyphenyl)-N,2,6-trimethylfuro[2,3-d]pyrimidin-4-amine). As a reaction SMILES: Cl[C:2]1[C:3]2[CH:11]=[C:10]([CH3:12])[O:9][C:4]=2[N:5]=[C:6]([CH3:8])[N:7]=1.[CH3:13][NH:14][C:15]1[CH:20]=[CH:19][CH:18]=[CH:17][CH:16]=1.[CH2:21]([OH:25])CCC.CO>Cl.CCCCCC>[CH3:21][O:25][C:18]1[CH:19]=[CH:20][C:15]([N:14]([CH3:13])[C:2]2[C:3]3[CH:11]=[C:10]([CH3:12])[O:9][C:4]=3[N:5]=[C:6]([CH3:8])[N:7]=2)=[CH:16][CH:17]=1. Procedure details: To a 50 mL flask was added 5 (91 mg, 0.5 mmol), 6 (77 mg, 0.55 mmol) and 5 mL BuOH. To this solution was added 2 drops of concentrate HCl solution and the mixture was refluxed. TLC indicated the disappearance of starting material 5, the solvent was removed under reduced pressure. To the residue obtained was added silica gel and MeOH and the solvent removed to make a plug. This plug was separated by column chromatography to give 106 g (75%) of AGG1 as a white powder: TLC Rf0.36 (Hexane/EtOAC 3:1)... The reactants are C(C)(=O)NC(CO[Si](C)(C)C(C)(C)C)(CO[Si](C)(C)C(C)(C)C)CCC1=CC=C(C=C1)C=O (2-Acetamido-1,3-bis(tert-butyldimethylsilyloxy)-2-(2-(4-formylphenyl)ethyl)propane), BrCCCCCCC1=CC=CC=C1 (1-bromo-6-phenylhexane). Yields the product C(C)(=O)NC(CO[Si](C)(C)C(C)(C)C)(CO[Si](C)(C)C(C)(C)C)CCC1=CC=C(C=C1)C(CCCCCCC1=CC=CC=C1)O (2-acetamido-1,3-bis(tert-butyldimethylsilyloxy)-2-(2-(4-(1-hydroxy-7-phenylheptyl)phenyl)ethyl)propane). The yield is 65.2%. RXN SMILES: [C:1]([NH:4][C:5]([CH2:24][CH2:25][C:26]1[CH:31]=[CH:30][C:29]([CH:32]=[O:33])=[CH:28][CH:27]=1)([CH2:15][O:16][Si:17]([C:20]([CH3:23])([CH3:22])[CH3:21])([CH3:19])[CH3:18])[CH2:6][O:7][Si:8]([C:11]([CH3:14])([CH3:13])[CH3:12])([CH3:10])[CH3:9])(=[O:3])[CH3:2].Br[CH2:35][CH2:36][CH2:37][CH2:38][CH2:39][CH2:40][C:41]1[CH:46]=[CH:45][CH:44]=[CH:43][CH:42]=1>>[C:1]([NH:4][C:5]([CH2:24][CH2:25][C:26]1[CH:31]=[CH:30][C:29]([CH:32]([OH:33])[CH2:35][CH2:36][CH2:37][CH2:38][CH2:39][CH2:40][C:41]2[CH:46]=[CH:45][CH:44]=[CH:43][CH:42]=2)=[CH:28][CH:27]=1)([CH2:15][O:16][Si:17]([C:20]([CH3:21])([CH3:22])[CH3:23])([CH3:19])[CH3:18])[CH2:6][O:7][Si:8]([C:11]([CH3:14])([CH3:13])[CH3:12])([CH3:10])[CH3:9])(=[O:3])[CH3:2]. Reported procedure: 2-Acetamido-1,3-bis(tert-butyldimethylsilyloxy)-2-(2-(4-formylphenyl)ethyl)propane (3.0 g) and 1-bromo-6-phenylhexane (3.1 g) were reacted and treated in the same manner as in Working example 1(6) to give the title compound (2.6 g) as a pale yellow oily substance. Starting materials: COc1cc2c(Oc3ccc4[nH]cc(C)c4c3)ncnc2cc1OCC1CO1, CN1CCN(CCCN)CC1, CN(C)C=O. Yields the product COc1cc2c(Oc3ccc4[nH]cc(C)c4c3)ncnc2cc1OCC(O)CNCCCN1CCN(C)CC1. As a reaction SMILES: [CH3:1][O:2][c:3]1[cH:4][c:5]2[c:6]([O:18][c:19]3[cH:20][c:21]4[c:22]([CH3:28])[cH:23][nH:24][c:25]4[cH:26][cH:27]3)[n:7][cH:8][n:9][c:10]2[cH:11][c:12]1[O:13][CH2:14][CH:15]1[O:16][CH2:17]1.[NH2:29][CH2:30][CH2:31][CH2:32][N:33]1[CH2:34][CH2:35][N:36]([CH3:39])[CH2:37][CH2:38]1.[O:40]=[CH:41][N:42]([CH3:43])[CH3:44]>>[CH3:1][O:2][c:3]1[cH:4][c:5]2[c:6]([O:18][c:19]3[cH:20][c:21]4[c:22]([CH3:28])[cH:23][nH:24][c:25]4[cH:26][cH:27]3)[n:7][cH:8][n:9][c:10]2[cH:11][c:12]1[O:13][CH2:14][CH:15]([OH:16])[CH2:17][NH:29][CH2:30][CH2:31][CH2:32][N:33]1[CH2:34][CH2:35][N:36]([CH3:39])[CH2:37][CH2:38]1.